describe an organic reaction: reactants, conditions, products, and yield From a dataset of the Open Reaction Database (ORD), a public repository of structured organic reaction records. Starting materials: COC1=CC=C(CNC(=O)C2=CC=C(C=C2)C2=C(C=CC(=C2)C=2OC(=NN2)C)C)C=C1 (N-(4-methoxybenzyl)-2′-methyl-5′-(5-methyl-1,3,4-oxadiazol-2-yl)-1,1′-biphenyl-4-carboxamide), IC (iodomethane). The product is COC1=CC=C(CN(C(=O)C2=CC=C(C=C2)C2=C(C=CC(=C2)C=2OC(=NN2)C)C)C)C=C1 (N-(4-Methoxybenzyl)-N-methyl-2′-methyl-5′-(5-methyl-1,3,4-oxadiazol-2-yl)-1,1′-biphenyl-4-carboxamide). Reaction SMILES: [CH3:1][O:2][C:3]1[CH:31]=[CH:30][C:6]([CH2:7][NH:8][C:9]([C:11]2[CH:16]=[CH:15][C:14]([C:17]3[CH:22]=[C:21]([C:23]4[O:24][C:25]([CH3:28])=[N:26][N:27]=4)[CH:20]=[CH:19][C:18]=3[CH3:29])=[CH:13][CH:12]=2)=[O:10])=[CH:5][CH:4]=1.I[CH3:33]>>[CH3:1][O:2][C:3]1[CH:4]=[CH:5][C:6]([CH2:7][N:8]([CH3:33])[C:9]([C:11]2[CH:12]=[CH:13][C:14]([C:17]3[CH:22]=[C:21]([C:23]4[O:24][C:25]([CH3:28])=[N:26][N:27]=4)[CH:20]=[CH:19][C:18]=3[CH3:29])=[CH:15][CH:16]=2)=[O:10])=[CH:30][CH:31]=1. Procedure details: N-(4-Methoxybenzyl)-N-methyl-2′-methyl-5′-(5-methyl-1,3,4-oxadiazol-2-yl)-1,1′-biphenyl-4-carboxamide was prepared from N-(4-methoxybenzyl)-2′-methyl-5′-(5-methyl-1,3,4-oxadiazol-2-yl)-1,1′-biphenyl-4-carboxamide and iodomethane using method L. NMR; δH [2H6]—DMSO 7.89,(1H. d), 7.75,(1H, s), 7.55-7.47,(5H, m), 7.30,(1H, m), 7.13,(1H, m), 6.94,(2H, d), 4.62-4.46,(2H, m), 3.74,(3H, s), 2.85,(3H, b), 2.55,(3H, s), 2.31,(3H, s). LCMS; retention time 3.46 min, MH+ 428.